This data is from the Open Reaction Database (ORD), a public repository of structured organic reaction records. The task is: describe an organic reaction: reactants, conditions, products, and yield Starting materials: C1CCC2=NCCCN2CC1 (DBU), C(C)(=O)NCCS (N-Acetylcysteamine), C[C@@H]1N(CCOC1)C1=NC(=NC(=C1)COS(=O)(=O)C)C1=CC=C(C=C1)NC(=O)NC1=CC=CC=C1 (1-[4-[4-[(3S)-3-Methylmorpholin-4-yl]-6-(methylsulfonyloxymethyl)pyrimidin-2-yl]phenyl]-3-phenyl-urea). Run in C(C)#N (acetonitrile), C(C)#N (acetonitrile). Run at time 15 minute. The product is C[C@@H]1N(CCOC1)C1=CC(=NC(=N1)C1=CC=C(C=C1)NC(NC1=CC=CC=C1)=O)CSCCNC(C)=O (N-[2-[[6-[(3S)-3-Methylmorpholin-4-yl]-2-[4-(phenylcarbamoylamino)phenyl]pyrimidin-4-yl]methylsulfanyl]ethyl]acetamide). Reaction SMILES: [C:1]([NH:4][CH2:5][CH2:6][SH:7])(=[O:3])[CH3:2].C1CCN2C(=NCCC2)CC1.[CH3:19][C@H:20]1[CH2:25][O:24][CH2:23][CH2:22][N:21]1[C:26]1[CH:31]=[C:30]([CH2:32]OS(C)(=O)=O)[N:29]=[C:28]([C:38]2[CH:43]=[CH:42][C:41]([NH:44][C:45]([NH:47][C:48]3[CH:53]=[CH:52][CH:51]=[CH:50][CH:49]=3)=[O:46])=[CH:40][CH:39]=2)[N:27]=1>C(#N)C>[CH3:19][C@H:20]1[CH2:25][O:24][CH2:23][CH2:22][N:21]1[C:26]1[N:27]=[C:28]([C:38]2[CH:39]=[CH:40][C:41]([NH:44][C:45](=[O:46])[NH:47][C:48]3[CH:49]=[CH:50][CH:51]=[CH:52][CH:53]=3)=[CH:42][CH:43]=2)[N:29]=[C:30]([CH2:32][S:7][CH2:6][CH2:5][NH:4][C:1](=[O:3])[CH3:2])[CH:31]=1. Procedure: N-Acetylcysteamine (0.086 mL) was dissolved in acetonitrile (5 mL). DBU (0.120 mL) was then added to the solution and was allowed to stir at RT for 15 minutes. 1-[4-[4-[(3S)-3-Methylmorpholin-4-yl]-6-(methylsulfonyloxymethyl)pyrimidin-2-yl]phenyl]-3-phenyl-urea (228 mg) in acetonitrile (5 mL) was added to the reaction and stirred for 30 minutes. The reaction was concentrated in vacuo and the crude residue purified on silica, eluting with 5% methanol in DCM, to give the desired compound (100 mg) ... The reactants are O (water), BrC(C(C(CCCl)(C)CC)=O)OC1=CC=C(C=C1)Cl (1-bromo-1-(4-chlorophenoxy)-5-chloro-3-ethyl-3-methyl-2-pentanone), N1C=NC=C1 (imidazole), C([O-])([O-])=O.[K+].[K+] (potassium carbonate). Run in C1(=CC=CC=C1)C (toluene). Product: ClC1=CC=C(OC(=C2OCCC2(C)CC)N2C=NC=C2)C=C1 ((4-chlorophenoxy)-(imidazol-1-yl)-(3-ethyl-3-methyltetrahydrofuran-2-ylidene)-methane). The yield is 14.0%. RXN SMILES: Br[CH:2]([O:12][C:13]1[CH:18]=[CH:17][C:16]([Cl:19])=[CH:15][CH:14]=1)[C:3](=[O:11])[C:4]([CH2:9][CH3:10])([CH3:8])[CH2:5][CH2:6]Cl.[NH:20]1[CH:24]=[CH:23][N:22]=[CH:21]1.C(=O)([O-])[O-].[K+].[K+].O>C1(C)C=CC=CC=1>[Cl:19][C:16]1[CH:17]=[CH:18][C:13]([O:12][C:2]([N:20]2[CH:24]=[CH:23][N:22]=[CH:21]2)=[C:3]2[C:4]([CH2:9][CH3:10])([CH3:8])[CH2:5][CH2:6][O:11]2)=[CH:14][CH:15]=1 |f:2.3.4|. Reported procedure: 69.9 g (0.19 mole) of 1-bromo-1-(4-chlorophenoxy)-5-chloro-3-ethyl-3-methyl-2-pentanone, 26.2 g (0.38 mole) of imidazole and 52.4 g (0.38 mole) of potassium carbonate in 500 ml of toluene are heated at 90° C. for 10 hours. The reaction mixture is then allowed to cool and is poured onto 500 ml of water. The organic phase is separated off, washed with water, dried over sodium sulphate and concentrated. The residue is purified by column chromatography (ethyl acetate/cyclohexane=3:1). 8.5 g (14% of ... Starting materials: CC(=O)O, CC(=O)OC(C)=O, COC(=O)c1cc(Cl)c(N)cc1OC. Yields the product COC(=O)c1cc(Cl)c(NC(C)=O)cc1OC. As a reaction SMILES: [CH3:15][C:16]([OH:17])=[O:18].[CH3:19][C:20]([O:21][C:22](=[O:23])[CH3:24])=[O:25].[CH3:1][O:2][c:3]1[c:4]([C:5](=[O:6])[O:7][CH3:8])[cH:9][c:10]([Cl:14])[c:11]([NH2:13])[cH:12]1>>[CH3:1][O:2][c:3]1[c:4]([C:5](=[O:6])[O:7][CH3:8])[cH:9][c:10]([Cl:14])[c:11]([NH:13][C:16]([CH3:15])=[O:17])[cH:12]1. Reactants: CC(=O)OCCc1cc(S(N)(=O)=O)c2c([N+](=O)[O-])cccc2c1Br, C[O-], CO, [Na+]. Yields the product NS(=O)(=O)c1cc(CCO)c(Br)c2cccc([N+](=O)[O-])c12. As a reaction SMILES: [C:4](=[O:5])([CH3:6])[O:7][CH2:8][CH2:9][c:10]1[cH:11][c:12]([S:24](=[O:25])(=[O:26])[NH2:27])[c:13]2[c:14]([N+:21](=[O:22])[O-:23])[cH:15][cH:16][cH:17][c:18]2[c:19]1[Br:20].[CH3:1][O-:2].[CH3:28][OH:29].[Na+:3]>>[OH:7][CH2:8][CH2:9][c:10]1[cH:11][c:12]([S:24](=[O:25])(=[O:26])[NH2:27])[c:13]2[c:14]([N+:21](=[O:22])[O-:23])[cH:15][cH:16][cH:17][c:18]2[c:19]1[Br:20]. The reactants are Cl (Hydrochloric acid), ClC1=C(C(=NC=C1)C(=O)C1CC1)C ((4-chloro-3-methylpyridin-2-yl) (cyclopropyl) methanone), [Cl-].COC[P+](C1=CC=CC=C1)(C1=CC=CC=C1)C1=CC=CC=C1 ((Methoxymethyl) triphenylphosphonium chloride), CC(C)([O-])C.[K+] (Potassium tert-butoxide), vinyl ethers. Solvent: C1(=CC=CC=C1)C (toluene). Reaction conditions: temperature 60 celsius, time 3.5 hour. Yields the product ClC1=C(C(=NC=C1)C(=COC)C1CC1)C (4-chloro-2-[1-cyclopropyl-2-methoxy-vinyl]-3-methyl-pyridine). As a reaction SMILES: [Cl:1][C:2]1[CH:7]=[CH:6][N:5]=[C:4]([C:8]([CH:10]2[CH2:12][CH2:11]2)=O)[C:3]=1[CH3:13].[Cl-].[CH3:15][O:16][CH2:17][P+](C1C=CC=CC=1)(C1C=CC=CC=1)C1C=CC=CC=1.CC(C)([O-])C.[K+].Cl>C1(C)C=CC=CC=1>[Cl:1][C:2]1[CH:7]=[CH:6][N:5]=[C:4]([C:8]([CH:10]2[CH2:12][CH2:11]2)=[CH:15][O:16][CH3:17])[C:3]=1[CH3:13] |f:1.2,3.4|. Procedure: A yellow suspension of (4-chloro-3-methylpyridin-2-yl) (cyclopropyl) methanone (2.99 g, 15.28 mmol), (Methoxymethyl) triphenylphosphonium chloride (7.84 g, 22.87 mmol) and Potassium tert-butoxide (3.41 g, 30.4 mmol) in toluene (50 mL) was heated to 60° C. and stirred for 3.5 h. The reaction mixture was cooled down to room temperature and an aqueous solution of 4M Hydrochloric acid (50 mL) was added. The reaction mixture was washed with toluene (3×50 mL). The aqueous layer was diluted in ice, and... The reactants are ClCCl, O=C(Cl)CCl, [Na+], [OH-], O, COc1ccccc1OC(c1ccccc1)C(O)CN. Product: COc1ccccc1OC(c1ccccc1)C(O)CNC(=O)CCl. As a reaction SMILES: [CH2:28]([Cl:29])[Cl:30].[Cl:23][CH2:24][C:25](=[O:26])[Cl:27].[Na+:22].[OH-:21].[OH2:31].[c:1]1([CH:7]([CH:8]([CH2:9][NH2:10])[OH:11])[O:12][c:13]2[c:14]([O:19][CH3:20])[cH:15][cH:16][cH:17][cH:18]2)[cH:2][cH:3][cH:4][cH:5][cH:6]1>>[c:1]1([CH:7]([CH:8]([CH2:9][NH:10][C:25]([CH2:24][Cl:23])=[O:26])[OH:11])[O:12][c:13]2[c:14]([O:19][CH3:20])[cH:15][cH:16][cH:17][cH:18]2)[cH:2][cH:3][cH:4][cH:5][cH:6]1. Reactants: C(C)(=O)C(CCCC1=CC=C(C(=O)OCC)C=C1)CCCC(COCCC)OC(C)=O (Ethyl 4-(4-Acetyl-8-acetoxy-9-propoxynonyl)benzoate), C(C)(=O)C(CCCC1=CC=C(C(=O)OCC)C=C1)CCCC(CCCCC)OC(C)=O (ethyl 4-(4-acetyl-8-acetoxytridecyl)benzoate). Product: C(C)(=O)C(CCCC1=CC=C(C(=O)O)C=C1)CCCC(COCCC)O (4-(4-Acetyl-8-hydroxy-9-propoxynonyl)benzoic Acid). Reaction SMILES: [C:1]([CH:4]([CH2:19][CH2:20][CH2:21][CH:22]([O:28]C(=O)C)[CH2:23][O:24][CH2:25][CH2:26][CH3:27])[CH2:5][CH2:6][CH2:7][C:8]1[CH:18]=[CH:17][C:11]([C:12]([O:14]CC)=[O:13])=[CH:10][CH:9]=1)(=[O:3])[CH3:2].C(C(CCCC(OC(=O)C)CCCCC)CCCC1C=CC(C(OCC)=O)=CC=1)(=O)C>>[C:1]([CH:4]([CH2:19][CH2:20][CH2:21][CH:22]([OH:28])[CH2:23][O:24][CH2:25][CH2:26][CH3:27])[CH2:5][CH2:6][CH2:7][C:8]1[CH:18]=[CH:17][C:11]([C:12]([OH:14])=[O:13])=[CH:10][CH:9]=1)(=[O:3])[CH3:2]. Procedure: This compound is prepared by the method described in Example 1, Step F, except that the product of Step C of the present example replaces ethyl 4-(4-acetyl-8-acetoxytridecyl)benzoate. The title compound is purified by column chromatography on silica gel with 4% methanol in chloroform as the eluant. The title compound is a light yellow, viscous oil.